The task is: describe an organic reaction: reactants, conditions, products, and yield. This data is from the Open Reaction Database (ORD), a public repository of structured organic reaction records. The reactants are NC1=NC=2C=CC=CC2C2=C1N=C(N2CC(C)(C)NC(CCC(=O)NNC(=O)OC(C)(C)C)=O)COCC (tert-butyl 2-[4-({2-[4-amino-2-(ethoxymethyl)-1H-imidazo[4,5-c]quinolin-1-yl]-1,1-dimethylethyl}amino)-4-oxobutanoyl]hydrazinecarboxylate), FC(C(=O)O)(F)F (trifluoroacetic acid), FC(C(=O)O)(F)F (trifluoroacetic acid). Solvent: ClCCl (dichloromethane). Reaction conditions: time 2 hour. Yields the product NC1=NC=2C=CC=CC2C2=C1N=C(N2CC(C)(C)NC(CCC(=O)NN)=O)COCC (N-{2-[4-amino-2-(ethoxymethyl)-1H-imidazo[4,5-c]quinolin-1-yl]-1,1-dimethylethyl}-4-hydrazino-4-oxobutanamide). Isolated yield 53.0%. Reaction SMILES: [NH2:1][C:2]1[C:11]2[N:12]=[C:13]([CH2:35][O:36][CH2:37][CH3:38])[N:14]([CH2:15][C:16]([NH:19][C:20](=[O:34])[CH2:21][CH2:22][C:23]([NH:25][NH:26]C(OC(C)(C)C)=O)=[O:24])([CH3:18])[CH3:17])[C:10]=2[C:9]2[CH:8]=[CH:7][CH:6]=[CH:5][C:4]=2[N:3]=1.FC(F)(F)C(O)=O>ClCCl>[NH2:1][C:2]1[C:11]2[N:12]=[C:13]([CH2:35][O:36][CH2:37][CH3:38])[N:14]([CH2:15][C:16]([NH:19][C:20](=[O:34])[CH2:21][CH2:22][C:23]([NH:25][NH2:26])=[O:24])([CH3:18])[CH3:17])[C:10]=2[C:9]2[CH:8]=[CH:7][CH:6]=[CH:5][C:4]=2[N:3]=1. Procedure: A solution of tert-butyl 2-[4-({2-[4-amino-2-(ethoxymethyl)-1H-imidazo[4,5-c]quinolin-1-yl]-1,1-dimethylethyl}amino)-4-oxobutanoyl]hydrazinecarboxylate (792 mg, 1.50 mmol) in dichloromethane (30 mL) was treated with trifluoroacetic acid (3 mL). After stirring for 2 hours, additional trifluoroacetic acid (3 mL) was added to the reaction mixture and stirring was continued for 1 hour. The reaction mixture was concentrated under reduced pressure and the resulting syrup was dissolved in water. The so...